From a dataset of the Open Reaction Database (ORD), a public repository of structured organic reaction records. describe an organic reaction: reactants, conditions, products, and yield Starting materials: CN, CO, FC(F)(F)Oc1ccc(C2CCc3c(Cl)nc(Cl)nc32)cc1. The product is CNc1nc(Cl)nc2c1CCC2c1ccc(OC(F)(F)F)cc1. Reaction SMILES: [CH3:23][NH2:24].[CH3:25][OH:26].[Cl:1][c:2]1[n:3][c:4]([Cl:22])[c:5]2[c:6]([n:7]1)[CH:8]([c:11]1[cH:12][cH:13][c:14]([O:17][C:18]([F:19])([F:20])[F:21])[cH:15][cH:16]1)[CH2:9][CH2:10]2>>[Cl:1][c:2]1[n:3][c:4]([NH:24][CH3:23])[c:5]2[c:6]([n:7]1)[CH:8]([c:11]1[cH:12][cH:13][c:14]([O:17][C:18]([F:19])([F:20])[F:21])[cH:15][cH:16]1)[CH2:9][CH2:10]2. Reactants: [N+](=O)([O-])C1=C(C(=O)OCC=C)C=CC=C1 (allyl 2-nitrobenzoate), C(C=C)OC=1C=C(C(=O)OCC=C)C=CC1[N+](=O)[O-] (allyl 3-allyloxy-4-nitrobenzoate), N (ammonia). Yields the product NC1=C(C(=O)OCC=C)C=CC=C1 (allyl 2-aminobenzoate). As a reaction SMILES: [N+:1]([C:4]1[CH:15]=[CH:14][CH:13]=[CH:12][C:5]=1[C:6]([O:8][CH2:9][CH:10]=[CH2:11])=[O:7])([O-])=O.C(OC1C=C(C=CC=1[N+]([O-])=O)C(OCC=C)=O)C=C.N>>[NH2:1][C:4]1[CH:15]=[CH:14][CH:13]=[CH:12][C:5]=1[C:6]([O:8][CH2:9][CH:10]=[CH2:11])=[O:7]. Procedure: The above nitro compound was reduced by the method described in example 1, for the reduction of allyl 3-allyloxy-4-nitrobenzoate, except using an aqueous solution of ammonia in place of sodium bicarbonate in the work-up, to give allyl 2-aminobenzoate. The reactants are OC(C)(C)C1=CC=C(C(=O)NC2=NC=3N(C(=C2)N2CCC(CC2)C(=O)O)N=CC3)C=C1 (1-(5-(4-(2-hydroxypropan-2-yl)benzamido)pyrazolo[1,5-a]pyrimidin-7-yl)piperidine-4-carboxylic acid), OC(C)(C)C1=CC=C(C(=O)NC2=NC=3N(C(=C2)N2CCC(CC2)C(=O)O)N=CC3)C=C1 (1-(5-(4-(2-hydroxypropan-2-yl)benzamido)pyrazolo[1,5-a]pyrimidin-7-yl)piperidine-4-carboxylic acid), CN (methylamine), CCN=C=NCCCN(C)C (EDCI), C=1C=CC2=C(C1)N=NN2O (HOBT). Solvent: CN(C)C=O (DMF). Yields the product OC(C)(C)C1=CC=C(C(=O)NC2=NC=3N(C(=C2)N2CCC(CC2)C(=O)NC)N=CC3)C=C1 (1-(5-(4-(2-hydroxypropan-2-yl)benzamido)pyrazolo[1,5-a]pyrimidin-7-yl)-N-methylpiperidine-4-carboxamide). Yield: 54.5%. Reaction SMILES: [OH:1][C:2]([C:5]1[CH:31]=[CH:30][C:8]([C:9]([NH:11][C:12]2[CH:17]=[C:16]([N:18]3[CH2:23][CH2:22][CH:21]([C:24]([OH:26])=O)[CH2:20][CH2:19]3)[N:15]3[N:27]=[CH:28][CH:29]=[C:14]3[N:13]=2)=[O:10])=[CH:7][CH:6]=1)([CH3:4])[CH3:3].CN.C[CH2:35][N:36]=C=NCCCN(C)C.C1C=CC2N(O)N=NC=2C=1>CN(C=O)C>[OH:1][C:2]([C:5]1[CH:6]=[CH:7][C:8]([C:9]([NH:11][C:12]2[CH:17]=[C:16]([N:18]3[CH2:19][CH2:20][CH:21]([C:24]([NH:36][CH3:35])=[O:26])[CH2:22][CH2:23]3)[N:15]3[N:27]=[CH:28][CH:29]=[C:14]3[N:13]=2)=[O:10])=[CH:30][CH:31]=1)([CH3:3])[CH3:4]. Reported procedure: A solution of 1-(5-(4-(2-hydroxypropan-2-yl)benzamido)pyrazolo[1,5-a]pyrimidin-7-yl)piperidine-4-carboxylic acid (Compound 244, 80 mg, 0.189 mmol), methylamine (33 μL, 0.378 mmol), EDCI (72 mg, 0.378 mmol), and HOBT (13 mg, 0.094 mmol) in DMF (4 mL) were stirred for 12 hours at room temperature. The reaction was complete as determined by LCMS analysis. The reaction mixture was then partitioned between ethyl acetate and water and the separated organic layer was dried over Mg2SO4, filtered, and co...